Dataset: the Open Reaction Database (ORD), a public repository of structured organic reaction records. Task: describe an organic reaction: reactants, conditions, products, and yield Starting materials: N1C(=CC=C1)C(=O)OC (methyl 1H-pyrrole-2-carboxylate), BrC1=CC=C(C=C1)B(O)O (4-bromophenylboronic acid), CC1=C(C=CC(=C1C)O)CCC(=O)OCC (ethyl 3-(2,3-dimethyl-4-hydroxyphenyl)propanoate). The product is BrC1=CC=C(C=C1)N1C(=CC=C1)COC1=C(C(=C(C=C1)CCC(=O)O)C)C (3-(4-{[1-(4-Bromophenyl)-1H-pyrrol-2-yl]methoxy}-2,3-dimethylphenyl)propanoic acid). Reaction SMILES: [NH:1]1[CH:5]=[CH:4][CH:3]=[C:2]1[C:6]([O:8][CH3:9])=O.[Br:10][C:11]1[CH:16]=[CH:15][C:14](B(O)O)=[CH:13][CH:12]=1.[CH3:20][C:21]1[C:26](C)=[C:25](O)[CH:24]=[CH:23][C:22]=1[CH2:29][CH2:30][C:31]([O:33]CC)=[O:32]>>[Br:10][C:11]1[CH:16]=[CH:15][C:14]([N:1]2[CH:5]=[CH:4][CH:3]=[C:2]2[CH2:6][O:8][C:9]2[CH:24]=[CH:23][C:22]([CH2:29][CH2:30][C:31]([OH:33])=[O:32])=[C:21]([CH3:20])[C:26]=2[CH3:25])=[CH:13][CH:12]=1. Procedure: The title compound was prepared by reacting methyl 1H-pyrrole-2-carboxylate with 4-bromophenylboronic acid according to the procedures of Example 1, Steps C and D, then reacting the resulting product with ethyl 3-(2,3-dimethyl-4-hydroxyphenyl)propanoate according to the procedures described in Example 1, Steps E and F. The reactants are C[SiH](C)OCC1(O)C(C(C)(C)C)CCN1C(=O)OCc1ccccc1, CI, [H-], [Na+], CN(C)C=O, O. The product is COC1(CO[SiH](C)C)C(C(C)(C)C)CCN1C(=O)OCc1ccccc1. As a reaction SMILES: [CH2:3]([c:4]1[cH:5][cH:6][cH:7][cH:8][cH:9]1)[O:10][C:11](=[O:12])[N:13]1[C:14]([OH:22])([CH2:23][O:24][SiH:25]([CH3:26])[CH3:27])[CH:15]([C:18]([CH3:19])([CH3:20])[CH3:21])[CH2:16][CH2:17]1.[CH3:1][I:2].[H-:28].[Na+:29].[O:31]=[CH:32][N:33]([CH3:34])[CH3:35].[OH2:30]>>[CH3:1][O:22][C:14]1([CH2:23][O:24][SiH:25]([CH3:26])[CH3:27])[N:13]([C:11]([O:10][CH2:3][c:4]2[cH:5][cH:6][cH:7][cH:8][cH:9]2)=[O:12])[CH2:17][CH2:16][CH:15]1[C:18]([CH3:19])([CH3:20])[CH3:21]. Starting materials: C(C)(C)C1=CC=C(C=C1)C1=NOC2C1CCC(CC2)C(=O)OC (methyl 3a,5,6,7,8,8a-hexahydro-3-(4-isopropylphenyl)-4H-cyclohept[d]isoxazole-6-carboxylate). Reagents/catalysts: C(C)(=O)O (acetic acid), [O-2].[O-2].[O-2].[Cr+6] (chromium trioxide). Solvent: S(O)(O)(=O)=O (sulfuric acid). Conditions: time 10 minute. Product: C(C)(C)C1=CC=C(C=C1)C1=NOC2=C1CCC(CC2)C(=O)OC (methyl 5,6,7,8-tetrahydro-3-(4-isopropylphenyl)-4H-cyclohept[d]isoxazole-6-carboxylate). Isolated yield 43.4%. As a reaction SMILES: [CH:1]([C:4]1[CH:9]=[CH:8][C:7]([C:10]2[CH:14]3[CH2:15][CH2:16][CH:17]([C:20]([O:22][CH3:23])=[O:21])[CH2:18][CH2:19][CH:13]3[O:12][N:11]=2)=[CH:6][CH:5]=1)([CH3:3])[CH3:2]>C(O)(=O)C.S(=O)(=O)(O)O.[O-2].[O-2].[O-2].[Cr+6]>[CH:1]([C:4]1[CH:5]=[CH:6][C:7]([C:10]2[C:14]3[CH2:15][CH2:16][CH:17]([C:20]([O:22][CH3:23])=[O:21])[CH2:18][CH2:19][C:13]=3[O:12][N:11]=2)=[CH:8][CH:9]=1)([CH3:3])[CH3:2] |f:3.4.5.6|. Procedure details: 1 g (0.003 mol) of methyl 3a,5,6,7,8,8a-hexahydro-3-(4-isopropylphenyl)-4H-cyclohept[d]isoxazole-6-carboxylate (diastereoisomer B) was dissolved in 30 ml of glacial acetic acid containing a few drops of concentrated sulfuric acid. The mixture was stirred and heated at 45° C., whereupon 0.79 g (0.0075 mol) of chromium trioxide was added and the heating was continued for 10 minutes. The acetic acid was removed by evaporation. The mixture was made basic with 2N sodium carbonate solution and extract... Starting materials: c1ccc(C(=O)CBr)cc1, C#CCCCCC=O, Cc1cccc(C)n1. Reagents/catalysts: C1COCCN1, F[P](F)(F)(F)(F)F.CC(C)(C)C1=CC=[N@H]2C(=C1)C3=CC(=CC=[N@@H]3[Ir]2456c7cc(F)cc(F)c7C8=CC=C(C=[N]48)C(F)(F)F)C(C)(C)C.Fc9cc(F)c(C%10=[N]5C=C(C=C%10)C(F)(F)F)c6c9 ([Ir(dFCF3ppy)2(dtbbpy)]PF6). Run in CN(C)C=O, CN(C)C=O, CN(C)C=O, CN(C)C=O, CN(C)C=O. Reaction conditions: temperature 22 celsius, time 8 hour. The product is C#CCCC[C@H](C=O)CC(=O)c1ccccc1, C#CCCC[C@@H](C=O)CC(=O)c1ccccc1, O=C[C@@H](CCCC1=CN(c2ccc(C(=O)OC[C@H](Cc3ccccc3)NC(=O)OCC3c4ccccc4-c4ccccc43)cc2)[N+]=[N-]1)CC(=O)c1ccccc1, O=C[C@H](CCCC1=CN(c2ccc(C(=O)OC[C@H](Cc3ccccc3)NC(=O)OCC3c4ccccc4-c4ccccc43)cc2)[N+]=[N-]1)CC(=O)c1ccccc1. As a reaction SMILES: C#CCCCCC=O.c1ccc(C(=O)CBr)cc1>C1COCCN1.F[P](F)(F)(F)(F)F.CC(C)(C)C1=CC=[N@H]2C(=C1)C3=CC(=CC=[N@@H]3[Ir]2456c7cc(F)cc(F)c7C8=CC=C(C=[N]48)C(F)(F)F)C(C)(C)C.Fc9cc(F)c(C%10=[N]5C=C(C=C%10)C(F)(F)F)c6c9.CN(C)C=O.Cc1cccc(C)n1>C#CCCC[C@@H](C=O)CC(=O)c1ccccc1.C#CCCC[C@H](C=O)CC(=O)c1ccccc1. Starting materials: C(CCC)C(C(=O)N)(C)C (n-Butyl-isobutyramide), solution, C(CCC)[Li] (n-butyl lithium), C(C)S(=O)C=1OC=CN1 (2-ethylsulphinyloxazole), O (water). The solvent is C(C)OCC (diethyl ether), C(C)OCC (diethyl ether). Conditions: time 15 minute. The product is C(CCC)N(C(C(C)C)=O)C=1OC=CN1 (2-(N-Butylisobutyramido)-oxazole). Reaction SMILES: C([C:5]([CH3:10])([CH3:9])[C:6]([NH2:8])=[O:7])CCC.[CH2:11]([Li])[CH2:12][CH2:13][CH3:14].C(S([C:20]1[O:21][CH:22]=[CH:23][N:24]=1)=O)C.O>C(OCC)C>[CH2:11]([N:8]([C:20]1[O:21][CH:22]=[CH:23][N:24]=1)[C:6](=[O:7])[CH:5]([CH3:9])[CH3:10])[CH2:12][CH2:13][CH3:14]. Procedure: n-Butyl-isobutyramide(4.93 g, 0.0344 m) in dry diethyl ether (25 ml) was stirred at room temperature under nitrogen during the dropwise addition of a 1.445 M solution of n-butyl lithium (23.8 ml, 0.0344 m). The mixture was stirred for 15 minutes at room temperature and then 2-ethylsulphinyloxazole (5.0 g, 0.0344 m) in dry diethyl ether (25 ml) was added rapidly. The mixture was stirred at room temperature for 3 hours and then hydrolysed with water. The organic phase was washed several times with... The reactants are FC1(C(C1)(C)CO)F ((2,2-difluoro-1-methylcyclopropyl)methanol), FC=1C=C(C=CC1O)C=1OC2=C(C=NC(=C2)OC[C@H](C)NC(C)=O)N1 (N-((2S)-1-((2-(3-fluoro-4-hydroxyphenyl)[1,3]oxazolo[4,5-c]pyridin-6-yl)oxy)propan-2-yl)acetamide). The product is FC1(C(C1)(C)COC1=C(C=C(C=C1)C=1OC2=C(C=NC(=C2)OC[C@H](C)NC(C)=O)N1)F)F (N-((2S)-1-((2-(4-((2,2-difluoro-1-methylcyclopropyl)methoxy)-3-fluorophenyl)[1,3]oxazolo[4,5-c]pyridin-6-yl)oxy)propan-2-yl)acetamide). Reaction SMILES: [F:1][C:2]1([F:8])[CH2:4][C:3]1([CH2:6][OH:7])[CH3:5].[F:9][C:10]1[CH:11]=[C:12]([C:17]2[O:18][C:19]3[CH:24]=[C:23]([O:25][CH2:26][C@@H:27]([NH:29][C:30](=[O:32])[CH3:31])[CH3:28])[N:22]=[CH:21][C:20]=3[N:33]=2)[CH:13]=[CH:14][C:15]=1O>>[F:1][C:2]1([F:8])[CH2:4][C:3]1([CH2:6][O:7][C:15]1[CH:14]=[CH:13][C:12]([C:17]2[O:18][C:19]3[CH:24]=[C:23]([O:25][CH2:26][C@@H:27]([NH:29][C:30](=[O:32])[CH3:31])[CH3:28])[N:22]=[CH:21][C:20]=3[N:33]=2)=[CH:11][C:10]=1[F:9])[CH3:5]. Reported procedure: Using (2,2-difluoro-1-methylcyclopropyl)methanol and N-((2S)-1-((2-(3-fluoro-4-hydroxyphenyl)[1,3]oxazolo[4,5-c]pyridin-6-yl)oxy)propan-2-yl)acetamide, and in the same manner as in Step B of Example 4, the title compound was obtained.